Task: describe an organic reaction: reactants, conditions, products, and yield. Dataset: the Open Reaction Database (ORD), a public repository of structured organic reaction records Procedure: To 5.00 g (13.6 mmol) of 1-[2-[2-(diethylamino)ethoxy]-5-nitrophenyl]-3-phenyl-2-propen-1-one in 50 mL of ethanol add 9.20 g (40.8 mmol) of tin(II) chloride dihydrate and heat the mixture to reflux with stirring for two hours. After cooling remove the solvent in vacuo. Add water and adjust the pH to 12 with potassium hydroxide. Add ethyl acetate and filter the mixture through celite. Separate the layers of the filtrate and extract the aqueous layer twice with ethyl acetate. Wash the combined org... Reaction conditions: time 2 hour. As a reaction SMILES: [CH2:1]([N:3]([CH2:26][CH3:27])[CH2:4][CH2:5][O:6][C:7]1[CH:12]=[CH:11][C:10]([N+:13]([O-])=O)=[CH:9][C:8]=1[C:16](=[O:25])[CH:17]=[CH:18][C:19]1[CH:24]=[CH:23][CH:22]=[CH:21][CH:20]=1)[CH3:2].O.O.[Sn](Cl)Cl>C(O)C>[NH2:13][C:10]1[CH:11]=[CH:12][C:7]([O:6][CH2:5][CH2:4][N:3]([CH2:26][CH3:27])[CH2:1][CH3:2])=[C:8]([C:16](=[O:25])[CH:17]=[CH:18][C:19]2[CH:24]=[CH:23][CH:22]=[CH:21][CH:20]=2)[CH:9]=1 |f:1.2.3|. Reactants: C(C)N(CCOC1=C(C=C(C=C1)[N+](=O)[O-])C(C=CC1=CC=CC=C1)=O)CC (1-[2-[2-(diethylamino)ethoxy]-5-nitrophenyl]-3-phenyl-2-propen-1-one), O.O.[Sn](Cl)Cl (tin(II) chloride dihydrate). Product: NC=1C=CC(=C(C1)C(C=CC1=CC=CC=C1)=O)OCCN(CC)CC (1-[5-Amino-2[2-(diethylamino)ethoxy]phenyl]3-phenyl-2-propen-1-one). The solvent is C(C)O (ethanol). The reactants are Cl.C(C1=CC=CC=C1)N1C(=C(C2=NC=C(C(=C21)OCC2=CC=C(C=C2)F)Br)C)C (1-Benzyl-6-bromo-7-(4-fluorobenzyloxy)-2,3-dimethyl-1H-pyrrolo[3,2-b]pyridine hydrochloride), C([O-])([O-])=O.[Na+].[Na+] (sodium carbonate). The product is C(C1=CC=CC=C1)N1C(=C(C2=NC=C(C(=C21)OCC2=CC=C(C=C2)F)Br)C)C (1-benzyl-6-bromo-7-(4-fluoro-benzyloxy)-2,3-dimethyl-1H-pyrrolo[3,2-b]pyridine). RXN SMILES: Cl.[CH2:2]([N:9]1[C:17]2[C:12](=[N:13][CH:14]=[C:15]([Br:27])[C:16]=2[O:18][CH2:19][C:20]2[CH:25]=[CH:24][C:23]([F:26])=[CH:22][CH:21]=2)[C:11]([CH3:28])=[C:10]1[CH3:29])[C:3]1[CH:8]=[CH:7][CH:6]=[CH:5][CH:4]=1.C(=O)([O-])[O-].[Na+].[Na+]>>[CH2:2]([N:9]1[C:17]2[C:12](=[N:13][CH:14]=[C:15]([Br:27])[C:16]=2[O:18][CH2:19][C:20]2[CH:21]=[CH:22][C:23]([F:26])=[CH:24][CH:25]=2)[C:11]([CH3:28])=[C:10]1[CH3:29])[C:3]1[CH:4]=[CH:5][CH:6]=[CH:7][CH:8]=1 |f:0.1,2.3.4|. Procedure: 1-Benzyl-6-bromo-7-(4-fluorobenzyloxy)-2,3-dimethyl-1H-pyrrolo[3,2-b]pyridine hydrochloride prepared in Example 273 was neutralized with a saturated sodium carbonate solution to obtain 1-benzyl-6-bromo-7-(4-fluoro-benzyloxy)-2,3-dimethyl-1H-pyrrolo[3,2-b]pyridine (1.4 g, 3.18 mmol). A solution of 1-benzyl-6-bromo-7-(4-fluoro-benzyloxy)-2,3-dimethyl-1H-pyrrolo[3,2-b]pyridine (1.4 g, 3.18 mmol) and copper (I) cyanide (700 mg, 7.52 mmol) in anhydrous N,N-dimethylformamide (30 ml) was refluxed for 4... Reactants: COC(=O)C1=C(N=C(S1)\C=C\C=1C(=NOC1C)CCCC)C (2-[(E)-2-(3-butyl-5-methyl-isoxazol-4-yl)-vinyl]-4-methyl-thiazole-5-carboxylic acid methyl ester), NC(CO)CO (2-amino-1,3-propanediol). The product is OCC(CO)NC(=O)C1=C(N=C(S1)\C=C\C=1C(=NOC1C)CCCC)C (2-[(E)-2-(3-Butyl-5-methyl-isoxazol-4-yl)-vinyl]-4-methyl-thiazole-5-carboxylic acid (2-hydroxy-1-hydroxymethyl-ethyl)-amide). Yield: 86.0%. Reaction SMILES: CO[C:3]([C:5]1[S:9][C:8](/[CH:10]=[CH:11]/[C:12]2[C:13]([CH2:18][CH2:19][CH2:20][CH3:21])=[N:14][O:15][C:16]=2[CH3:17])=[N:7][C:6]=1[CH3:22])=[O:4].[NH2:23][CH:24]([CH2:27][OH:28])[CH2:25][OH:26]>>[OH:26][CH2:25][CH:24]([NH:23][C:3]([C:5]1[S:9][C:8](/[CH:10]=[CH:11]/[C:12]2[C:13]([CH2:18][CH2:19][CH2:20][CH3:21])=[N:14][O:15][C:16]=2[CH3:17])=[N:7][C:6]=1[CH3:22])=[O:4])[CH2:27][OH:28]. Procedure: As described for example 95, 2-[(E)-2-(3-butyl-5-methyl-isoxazol-4-yl)-vinyl]-4-methyl-thiazole-5-carboxylic acid methyl ester (60 mg, 0.19 mmol) was converted, using 2-amino-1,3-propanediol instead of isopropylamine, to the title compound (61 mg, 86%) which was obtained as a colourless oil. MS: m/e=380.4 [M+H]+. Reactants: CNC1=C(C(=CC(=C1)Cl)Cl)[N+](=O)[O-] (2-methylamino-4,6-dichloro nitrobenzene), COCCN (2-methoxyethyl amine). The solvent is ice water. Yields the product CNC1=C(C(=CC(=C1)Cl)NCCOC)[N+](=O)[O-] (2-methylamino-6-(β-methoxyethyl)amino-4- chloronitrobenzene). Reaction SMILES: [CH3:1][NH:2][C:3]1[CH:8]=[C:7]([Cl:9])[CH:6]=[C:5](Cl)[C:4]=1[N+:11]([O-:13])=[O:12].[CH3:14][O:15][CH2:16][CH2:17][NH2:18]>>[CH3:1][NH:2][C:3]1[CH:8]=[C:7]([Cl:9])[CH:6]=[C:5]([NH:18][CH2:17][CH2:16][O:15][CH3:14])[C:4]=1[N+:11]([O-:13])=[O:12]. Procedure details: 0.09 mole (20 g of 2-methylamino-4,6-dichloro nitrobenzene was added portionwise to 80 ml of 2-methoxyethyl amine preheated to 80° C. After 2 hours' heating, the reaction medium was diluted with 100 ml of ice water and the desired product precipitated out. After filtering, water washing then vacuum drying in the presence of P2O5, it was recrystallized from 96° ethanol. It melted at 93° C. Starting materials: NC=1C=C(C(=O)C2=CC=CC=C2)C=CC1N (3,4-diaminobenzophenone), ClC1=CC=C(C=C1)C1CC(=O)OC(C1)=O (3-(4-chlorophenyl)glutaric anhydride), Cl (HCl). Solvent: O1CCOCC1 (1,4-dioxane), O1CCOCC1 (1,4-dioxane). Yields the product Cl.C(C1=CC=CC=C1)(=O)C1=CC2=C(N=C(N2)CC(CC(=O)O)C2=CC=C(C=C2)Cl)C=C1 (4-(5-benzoyl-2-benzimidazolyl)-3-(4-chlorophenyl)butanoic acid HCl). Yield: 140.3%. Reaction SMILES: [NH2:1][C:2]1[CH:3]=[C:4]([CH:13]=[CH:14][C:15]=1[NH2:16])[C:5]([C:7]1[CH:12]=[CH:11][CH:10]=[CH:9][CH:8]=1)=[O:6].[Cl:17][C:18]1[CH:23]=[CH:22][C:21]([CH:24]2[CH2:30][C:29](=O)[O:28][C:26](=[O:27])[CH2:25]2)=[CH:20][CH:19]=1.Cl>O1CCOCC1>[ClH:17].[C:5]([C:4]1[CH:13]=[CH:14][C:15]2[N:16]=[C:29]([CH2:30][CH:24]([C:21]3[CH:20]=[CH:19][C:18]([Cl:17])=[CH:23][CH:22]=3)[CH2:25][C:26]([OH:28])=[O:27])[NH:1][C:2]=2[CH:3]=1)(=[O:6])[C:7]1[CH:12]=[CH:11][CH:10]=[CH:9][CH:8]=1 |f:4.5|. Procedure: The solution of commercial 3,4-diaminobenzophenone (0.43 g) and 3-(4-chlorophenyl)glutaric anhydride (0.45 g) in 1,4-dioxane (3 ml) was stirred under reflux for 0.5 h. 4M HCl in 1,4-dioxane (3 ml) was added and the solution is further heated to reflux for 2.5 h. After cooling to rt the precipitate is collected by suction filtration and washed with 1,4-dioxane and diethyl ether. The crude is recrystallised from acetic acid to give 4-(5-benzoyl-2-benzimidazolyl)-3-(4-chlorophenyl)butanoic acid HCl... The reactants are O (Water), CC1=NN=NN1 (5-methyl-1H-tetrazole), C1(CCCCC1)N=C=NC1CCCCC1 (N,N′-dicyclohexylcarbodiimide), C(C)(C)(C)OC(=O)N1C[C@@H](C[C@@H](C1)N(CC(C)C)C(=O)C=1N=NN(C1CCCCOC)C1=CC=CC=C1)C(=O)O ((3R,5S)-1-(tert-Butoxycarbonyl)-5-[{[5-(4-methoxybutyl)-1-phenyl-1H-1,2,3-triazol-4-yl]carbonyl}(2-methylpropyl)amino]piperidine-3-carboxylic acid). Solvent: C1(=CC=CC=C1)C (toluene). Run at temperature 80 celsius, time 15 hour. The product is COCCCCC1=C(N=NN1C1=CC=CC=C1)C(=O)N(CC(C)C)[C@@H]1CNC[C@@H](C1)C=1OC(=NN1)C (5-(4-methoxybutyl)-N-[(3S,5R)-5-(5-methyl-1,3,4-oxadiazol-2-yl)piperidin-3-yl]-N-(2-methylpropyl)-1-phenyl-1H-1,2,3-triazole-4-carboxamide). Isolated yield 47.8%. As a reaction SMILES: C(OC([N:8]1[CH2:13][C@@H:12]([N:14]([C:19]([C:21]2[N:22]=[N:23][N:24]([C:32]3[CH:37]=[CH:36][CH:35]=[CH:34][CH:33]=3)[C:25]=2[CH2:26][CH2:27][CH2:28][CH2:29][O:30][CH3:31])=[O:20])[CH2:15][CH:16]([CH3:18])[CH3:17])[CH2:11][C@@H:10]([C:38]([OH:40])=O)[CH2:9]1)=O)(C)(C)C.[CH3:41][C:42]1NN=[N:44][N:43]=1.C1(N=C=NC2CCCCC2)CCCCC1.O>C1(C)C=CC=CC=1>[CH3:31][O:30][CH2:29][CH2:28][CH2:27][CH2:26][C:25]1[N:24]([C:32]2[CH:33]=[CH:34][CH:35]=[CH:36][CH:37]=2)[N:23]=[N:22][C:21]=1[C:19]([N:14]([C@H:12]1[CH2:11][C@@H:10]([C:38]2[O:40][C:42]([CH3:41])=[N:43][N:44]=2)[CH2:9][NH:8][CH2:13]1)[CH2:15][CH:16]([CH3:17])[CH3:18])=[O:20]. Procedure details: (3R,5S)-1-(tert-Butoxycarbonyl)-5-[{[5-(4-methoxybutyl)-1-phenyl-1H-1,2,3-triazol-4-yl]carbonyl}(2-methylpropyl)amino]piperidine-3-carboxylic acid (200 mg) was dissolved in toluene (5 ml), 5-methyl-1H-tetrazole (36 mg) and N,N′-dicyclohexylcarbodiimide (96 mg) were added and the mixture was stirred at 80° C. for 15 hr. Water was added to the reaction mixture, and the mixture was extracted with ethyl acetate. The extract was washed with saturated brine, and dried over anhydrous sodium sulfate. Th... Reactants: CO, O=C[O-], N#Cc1ccc2oc(-c3ccc([N+](=O)[O-])cc3)nc2c1, [NH4+]. The product is N#Cc1ccc2oc(-c3ccc(N)cc3)nc2c1. As a reaction SMILES: [CH3:25][OH:26].[CH:21]([O-:22])=[O:23].[N+:1]([O-:2])(=[O:3])[c:4]1[cH:5][cH:6][c:7](-[c:10]2[o:11][c:12]3[c:13]([n:14]2)[cH:15][c:16]([C:19]#[N:20])[cH:17][cH:18]3)[cH:8][cH:9]1.[NH4+:24]>>[NH2:1][c:4]1[cH:5][cH:6][c:7](-[c:10]2[o:11][c:12]3[c:13]([n:14]2)[cH:15][c:16]([C:19]#[N:20])[cH:17][cH:18]3)[cH:8][cH:9]1. As a reaction SMILES: [NH2:1][C:2]1[CH:10]=[CH:9][C:5]2[N:6]=[CH:7][NH:8][C:4]=2[CH:3]=1.[F:11][C:12]1[CH:19]=[C:18]([O:20][CH2:21][CH2:22][CH3:23])[CH:17]=[CH:16][C:13]=1[CH:14]=O.[Si](C#N)(C)(C)C.[N:30]1([C:35](N2C=CN=C2)=[O:36])C=CN=[CH:31]1>>[NH:6]1[C:5]2[CH:9]=[CH:10][C:2]([N:1]3[CH:14]([C:13]4[CH:16]=[CH:17][C:18]([O:20][CH2:21][CH2:22][CH3:23])=[CH:19][C:12]=4[F:11])[CH2:31][NH:30][C:35]3=[O:36])=[CH:3][C:4]=2[N:8]=[CH:7]1. Yields the product N1C=NC2=C1C=CC(=C2)N2C(NCC2C2=C(C=C(C=C2)OCCC)F)=O (1-(1H-benzo[d]imidazol-5-yl)-5-(2-fluoro-4-propoxyphenyl)imidazolidin-2-one). Starting materials: NC1=CC2=C(N=CN2)C=C1 (5-aminobenzimidazole), PdC, TEA, FC1=C(C=O)C=CC(=C1)OCCC (2-fluoro-4-propoxybenzaldehyde), [Si](C)(C)(C)C#N (TMSCN), N1(C=NC=C1)C(=O)N1C=NC=C1 (di-(imidazol-1-yl)methanone). Reported procedure: The compound was synthesized starting from 5-aminobenzimidazole (0.09 g, 0.67 mmol), 2-fluoro-4-propoxybenzaldehyde (0.11 g, 0.6 mmol), TMSCN (0.084 mL, 0.67 mmol), PdC (10%, 0.02 g), TEA 0.184 mL, 1.32 mmol), di-(imidazol-1-yl)methanone (0.117 g, 0.72 mmol) as described in method 2.